Dataset: the Open Reaction Database (ORD), a public repository of structured organic reaction records. Task: describe an organic reaction: reactants, conditions, products, and yield Reaction SMILES: [N+]([O-])(O)=O.[O:5]([CH2:9][CH2:10][NH2:11])[N+:6]([O-:8])=[O:7].C(=O)(O)[O-].[Na+].[C:17]([O:20][C:21]1[CH:22]=[C:23]([CH:27]=[CH:28][CH:29]=1)[C:24](Cl)=[O:25])(=[O:19])[CH3:18]>O.C(Cl)(Cl)Cl>[C:17]([O:20][C:21]1[CH:22]=[C:23]([CH:27]=[CH:28][CH:29]=1)[C:24]([NH:11][CH2:10][CH2:9][O:5][N+:6]([O-:8])=[O:7])=[O:25])(=[O:19])[CH3:18] |f:0.1,2.3|. Reactants: [N+](=O)(O)[O-].O([N+](=O)[O-])CCN (2-nitroxy-ethylamine nitrate), C([O-])(O)=O.[Na+] (sodium bicarbonate), C(C)(=O)OC=1C=C(C(=O)Cl)C=CC1 (3-acetoxybenzoic acid chloride). Run in O (water), C(Cl)(Cl)Cl (chloroform). The product is C(C)(=O)OC=1C=C(C(=O)NCCO[N+](=O)[O-])C=CC1 (3-Acetoxy-N-(2-nitroxyethyl)-benzamide). Conditions: time 10 minute. Procedure: 18.6 g (0.110 mole) of 2-nitroxy-ethylamine nitrate at 0° C. were added to a solution of 40.7 g (0.458 mole) of sodium bicarbonate in 140 ml of water and 120 ml of chloroform. After stirring for 10 min, 22.5 g (0.113 mole) of 3-acetoxybenzoic acid chloride were dropped therein and the resulting mixture was stirred for one hour at 0° C. The reaction mixture was warmed to room temperature, the two phases were separated and the organic phase was washed with water and dried over sodium sulfate. The ... Reported procedure: A 1 L round bottom flask was charged with 2-fluoro-3-iodopyridine (27.0 g, 121 mmol) and 500 mL of 40% aqueous solution of methylamine. This was stirred at reflux for 4 h before being cooled to ambient temperature. The product was extracted with dichloromethane. Evaporation of the dichloromethane gave 3-iodo-N-methylpyridin-2-amine (26.8 g, 95% yield). The reactants are FC1=NC=CC=C1I (2-fluoro-3-iodopyridine), aqueous solution, CN (methylamine). Reaction SMILES: F[C:2]1[C:7]([I:8])=[CH:6][CH:5]=[CH:4][N:3]=1.[CH3:9][NH2:10]>>[I:8][C:7]1[C:2]([NH:10][CH3:9])=[N:3][CH:4]=[CH:5][CH:6]=1. Product: IC=1C(=NC=CC1)NC (3-iodo-N-methylpyridin-2-amine). Isolated yield 95.0%. Starting materials: C(C)(=O)[O-].[Na+] (sodium acetate), P(=O)(Cl)(Cl)Cl (phosphorus oxychloride), CN(C=O)C (dimethylformamide), CN1CC2N(C3=C(CN4C2=CC=C4)C=CC=C3)C(C1=O)=O (2-methyl-3,4-dioxo-1,3,4,14b-tetrahydro-10H-pyrazino[1,2-a]pyrrolo[2,1-c][1,4]benzodiazepine). Solvent: C(Cl)Cl (methylene chloride), O (water). Run at time 30 minute. Yields the product C(=O)C1=CC=C2C3N(C4=C(CN21)C=CC=C4)C(C(N(C3)C)=O)=O (12-formyl-2-methyl-3,4-dioxo-1,3,4,14b-tetrahydro-10H-pyrazino[1,2-a]pyrrolo[2,1-c][1,4]benzodiazepine). RXN SMILES: P(Cl)(Cl)(Cl)=O.CN(C)[CH:8]=[O:9].[CH3:11][N:12]1[C:29](=[O:30])[C:28](=[O:31])[N:15]2[C:16]3[CH:27]=[CH:26][CH:25]=[CH:24][C:17]=3[CH2:18][N:19]3[CH:23]=[CH:22][CH:21]=[C:20]3[CH:14]2[CH2:13]1.C([O-])(=O)C.[Na+]>C(Cl)Cl.O>[CH:8]([C:23]1[N:19]2[C:20]([CH:14]3[CH2:13][N:12]([CH3:11])[C:29](=[O:30])[C:28](=[O:31])[N:15]3[C:16]3[CH:27]=[CH:26][CH:25]=[CH:24][C:17]=3[CH2:18]2)=[CH:21][CH:22]=1)=[O:9] |f:3.4|. Reported procedure: The mixture of 170 mg of phosphorus oxychloride and 100 ml of dimethylformamide is stirred at room temperature for 30 minutes, whereupon the solution of 281 mg of 2-methyl-3,4-dioxo-1,3,4,14b-tetrahydro-10H-pyrazino[1,2-a]pyrrolo[2,1-c][1,4]benzodiazepine in 5 ml of methylene chloride is added dropwise. After 30 minutes, the mixture is refluxed for another 30 minutes and cooled to room temperature. It is combined with 1.5 g of sodium acetate in 5 ml of water, stirred for 30 minutes and the organ... Product: C=CCCCCOC(=O)NC(CCCC)C(=O)O. Reaction SMILES: [CH2:18]([OH:19])[CH2:20][CH2:21][CH2:22][CH:23]=[CH2:24].[CH2:1]([CH2:2][CH2:3][CH:4]=[CH2:5])[O:6][C:7](=[O:8])[NH:9][CH:10]([CH2:11][CH2:12][CH2:13][CH3:14])[C:15](=[O:16])[OH:17]>>[CH2:1]([CH2:2][CH2:3][CH2:4][CH:5]=[CH2:18])[O:6][C:7](=[O:8])[NH:9][CH:10]([CH2:11][CH2:12][CH2:13][CH3:14])[C:15](=[O:16])[OH:17]. The reactants are C=CCCCCO, C=CCCCOC(=O)NC(CCCC)C(=O)O.